Dataset: the Open Reaction Database (ORD), a public repository of structured organic reaction records. Task: describe an organic reaction: reactants, conditions, products, and yield Reactants: Cc1nc2ccc(C(=O)O)cc2n1Cc1ccccc1Cl, C1=C(C2=NNCCCCCCCC2)CCCCCCCCC1, COc1ccc(S(N)(=O)=O)cc1, CN(C)C=O. Yields the product COc1ccc(S(=O)(=O)NC(=O)c2ccc3nc(C)n(Cc4ccccc4Cl)c3c2)cc1. Reaction SMILES: [C:1](=[O:2])([OH:3])[c:4]1[cH:5][cH:6][c:7]2[c:8]([n:9]([CH2:13][c:14]3[c:15]([Cl:20])[cH:16][cH:17][cH:18][cH:19]3)[c:10]([CH3:12])[n:11]2)[cH:21]1.[C:34]1([C:35]2=[CH:45][CH2:44][CH2:43][CH2:42][CH2:41][CH2:40][CH2:39][CH2:38][CH2:37][CH2:36]2)=[N:55][NH:54][CH2:53][CH2:52][CH2:51][CH2:50][CH2:49][CH2:48][CH2:47][CH2:46]1.[CH3:22][O:23][c:24]1[cH:25][cH:26][c:27]([S:30](=[O:31])(=[O:32])[NH2:33])[cH:28][cH:29]1.[CH3:56][N:57]([CH3:58])[CH:59]=[O:60]>>[C:1](=[O:3])([c:4]1[cH:5][cH:6][c:7]2[c:8]([n:9]([CH2:13][c:14]3[c:15]([Cl:20])[cH:16][cH:17][cH:18][cH:19]3)[c:10]([CH3:12])[n:11]2)[cH:21]1)[NH:33][S:30]([c:27]1[cH:26][cH:25][c:24]([O:23][CH3:22])[cH:29][cH:28]1)(=[O:31])=[O:32]. Starting materials: Bis(dibenzylidineacetone)palladium, (2′-dicyclohexyl phosphanyl-biphenyl-2-yl)-dimethylamine, CC(C)([O-])C.[K+] (Potassium tert-butoxide), Cl.FC1=CC=C2CCNCC2=C1 (7-fluoro-1,2,3,4-tetrahydro-isoquinoline hydrochloride salt), BrC1=CC(=C(C(=C1)C)NC(CC(C)(C)C)=O)C (N-(4-bromo-2,6-dimethyl-phenyl)-3,3-dimethyl-butanamide). Run in C1(=CC=CC=C1)C (toluene). Reaction conditions: time 15 minute. Product: FC1=CC=C2CCN(CC2=C1)C1=CC(=C(C(=C1)C)C(C(=O)N)C(C)(C)C)C (4-(7-Fluoro-3,4-dihydro-1H-isoquinolin-2-yl)-2,6-dimethyl-phenyl-3,3-dimethyl-butanamide). Reaction SMILES: [CH3:1][C:2]([CH3:5])([O-])[CH3:3].[K+].Cl.[F:8][C:9]1[CH:18]=[C:17]2[C:12]([CH2:13][CH2:14][NH:15][CH2:16]2)=[CH:11][CH:10]=1.BrC1C=C(C)C([NH:27][C:28](=[O:34])[CH2:29][C:30]([CH3:33])([CH3:32])[CH3:31])=C(C)C=1>C1(C)C=CC=CC=1>[F:8][C:9]1[CH:18]=[C:17]2[C:12]([CH2:13][CH2:14][N:15]([C:18]3[CH:9]=[C:10]([CH3:11])[C:3]([CH:29]([C:30]([CH3:33])([CH3:32])[CH3:31])[C:28]([NH2:27])=[O:34])=[C:2]([CH3:5])[CH:1]=3)[CH2:16]2)=[CH:11][CH:10]=1 |f:0.1,2.3|. Procedure details: Bis(dibenzylidineacetone)palladium (156 mg, 0.28 mmol) and (2′-dicyclohexyl phosphanyl-biphenyl-2-yl)-dimethylamine (320 mg, 0.8 mmol) were added to dry toluene (60 mL purged with argon) and stirred for 15 minutes under argon. Potassium tert-butoxide (1.9 g, 16.25 mmol), 7-fluoro-1,2,3,4-tetrahydro-isoquinoline hydrochloride salt (1.28 g, 6.8 mmol), and N-(4-bromo-2,6-dimethyl-phenyl)-3,3-dimethyl-butanamide (5 g, 6.8 mmol) were then added, and the reaction mixture was stirred at 80° C. overnigh... Starting materials: Brc1cccc(Br)n1, C1CCOC1, CCOC(C)=O, [H-], [Na+], [Na], OC1CCCC1. Product: Brc1cccc(OC2CCCC2)n1. As a reaction SMILES: [Br:8][c:9]1[n:10][c:11]([Br:15])[cH:12][cH:13][cH:14]1.[CH2:18]1[O:19][CH2:20][CH2:21][CH2:22]1.[CH3:23][CH2:24][O:25][C:26]([CH3:27])=[O:28].[H-:16].[Na+:17].[Na:7].[OH:1][CH:2]1[CH2:3][CH2:4][CH2:5][CH2:6]1>>[O:1]([CH:2]1[CH2:3][CH2:4][CH2:5][CH2:6]1)[c:11]1[n:10][c:9]([Br:8])[cH:14][cH:13][cH:12]1. Starting materials: CCCCCCCCN1CCc2cc(C(=O)OC)c(C)c(NC(=O)C(C)(C)C)c21, CO, [Na+], [OH-], O. Product: CCCCCCCCN1CCc2cc(C(=O)O)c(C)c(NC(=O)C(C)(C)C)c21. As a reaction SMILES: [CH2:1]([CH2:2][CH2:3][CH2:4][CH2:5][CH2:6][CH2:7][CH3:8])[N:9]1[CH2:10][CH2:11][c:12]2[cH:13][c:14]([C:26](=[O:27])[O:28][CH3:29])[c:15]([CH3:25])[c:16]([NH:18][C:19]([C:20]([CH3:21])([CH3:22])[CH3:23])=[O:24])[c:17]21.[CH3:32][OH:33].[Na+:31].[OH-:30].[OH2:34]>>[CH2:1]([CH2:2][CH2:3][CH2:4][CH2:5][CH2:6][CH2:7][CH3:8])[N:9]1[CH2:10][CH2:11][c:12]2[cH:13][c:14]([C:26](=[O:27])[OH:28])[c:15]([CH3:25])[c:16]([NH:18][C:19]([C:20]([CH3:21])([CH3:22])[CH3:23])=[O:24])[c:17]21. Starting materials: FC(C1=CC=C(COC2=CC(=CC=C2)CCl)C=C1)(F)F (1-(4-trifluoromethyl-benzyloxy)-3-chloromethyl-benzene), COC(CC=1C2=C(SC1)C=C(C=C2)O)=O ((6-hydroxy-benzo[b]thiophen-3-yl)acetic acid methyl ester), COC(CC=1C2=C(SC1)C=C(C=C2)OCC2=CC=C(C=C2)OCC2=CC=C(C=C2)C(F)(F)F)=O ({6-[4-(4-Trifluoromethyl-benzyloxy)-benzyloxy]-benzo[b]thiophen-3-yl}-acetic acid methyl ester). The product is FC(C1=CC=C(COC=2C=C(COC=3C=CC4=C(SC=C4CC(=O)O)C3)C=CC2)C=C1)(F)F ({6-[3-(4-Trifluoromethylbenzyloxy)-benzyloxy]-benzo[b]thiophen-3-yl}-acetic acid). Reaction SMILES: [F:1][C:2]([F:20])([F:19])[C:3]1[CH:18]=[CH:17][C:6]([CH2:7][O:8][C:9]2[CH:14]=[CH:13][CH:12]=[C:11]([CH2:15]Cl)[CH:10]=2)=[CH:5][CH:4]=1.C[O:22][C:23](=[O:35])[CH2:24][C:25]1[C:26]2[CH:33]=[CH:32][C:31]([OH:34])=[CH:30][C:27]=2[S:28][CH:29]=1.COC(=O)CC1C2C=CC(OCC3C=CC(OCC4C=CC(C(F)(F)F)=CC=4)=CC=3)=CC=2SC=1>>[F:1][C:2]([F:20])([F:19])[C:3]1[CH:18]=[CH:17][C:6]([CH2:7][O:8][C:9]2[CH:10]=[C:11]([CH:12]=[CH:13][CH:14]=2)[CH2:15][O:34][C:31]2[CH:32]=[CH:33][C:26]3[C:25]([CH2:24][C:23]([OH:35])=[O:22])=[CH:29][S:28][C:27]=3[CH:30]=2)=[CH:5][CH:4]=1. Reported procedure: The title compound was prepared from compounds 6B and 5C in a manner analogous to compound 5F. MS m/z 487 (M+1). Reactants: NC=1C=C(C=CC1)NC1=C(C=NC2=CC(=C(C=C12)OC)OC)C#N (4-(3-aminophenylamino)-6,7-dimethoxy-3-quinolinecarbonitrile), C(C)(=O)OC(C)=O (acetic anhydride). Run in C(C)(=O)O (acetic acid). Product: C(C)(=O)NC=1C=C(C=CC1)NC1=C(C=NC2=CC(=C(C=C12)OC)OC)C#N (4-(3-Acetamidophenylamino)-6,7-dimethoxy-3-quinolinecarbonitrile). Yield: 46.0%. Reaction SMILES: [NH2:1][C:2]1[CH:3]=[C:4]([NH:8][C:9]2[C:18]3[C:13](=[CH:14][C:15]([O:21][CH3:22])=[C:16]([O:19][CH3:20])[CH:17]=3)[N:12]=[CH:11][C:10]=2[C:23]#[N:24])[CH:5]=[CH:6][CH:7]=1.[C:25](OC(=O)C)(=[O:27])[CH3:26]>C(O)(=O)C>[C:25]([NH:1][C:2]1[CH:3]=[C:4]([NH:8][C:9]2[C:18]3[C:13](=[CH:14][C:15]([O:21][CH3:22])=[C:16]([O:19][CH3:20])[CH:17]=3)[N:12]=[CH:11][C:10]=2[C:23]#[N:24])[CH:5]=[CH:6][CH:7]=1)(=[O:27])[CH3:26]. Reported procedure: To a stirred solution of 4-(3-aminophenylamino)-6,7-dimethoxy-3-quinolinecarbonitrile (0.96 g, 3.0 mmol) in 9.0 ml of acetic acid at 25° C. was added 0.85 ml (9.0 mmol) of acetic anhydride. After 2 h the solution was evaporated to dryness, and the residue was stirred with methanol. This solution was evaporated, and the residue was recrystallized from ethanol to give 0.50 g of amber solid, mp 147-150° C. The reactants are O (water), [H-].[Na+] (Sodium hydride), C(C)(C)(C)OC(=O)N1CC(C1)(O)C=1SC=C(N1)C=1C(=C2CC[C@@H](N(C2=CC1)C(=O)OC)C)OC1CCC1 ((S)-methyl 6-(2-(1-(tert-butoxycarbonyl)-3-hydroxyazetidin-3-yl)thiazol-4-yl)-5-cyclobutoxy-2-methyl-3,4-dihydroquinoline-1(2H)-carboxylate), CI (Methyl iodide). The solvent is CN(C=O)C (N,N-dimethylformamide). Run at time 30 minute. Product: C(C)(C)(C)OC(=O)N1CC(C1)(OC)C=1SC=C(N1)C=1C(=C2CC[C@@H](N(C2=CC1)C(=O)OC)C)OC1CCC1 ((S)-methyl 6-(2-(1-(tert-butoxycarbonyl)-3-methoxyazetidin-3-yl)thiazol-4-yl)-5-cyclobutoxy-2-methyl-3,4-dihydroquinoline-1(2H)-carboxylate). Reaction SMILES: [H-].[Na+].[C:3]([O:7][C:8]([N:10]1[CH2:13][C:12]([C:15]2[S:16][CH:17]=[C:18]([C:20]3[C:21]([O:35][CH:36]4[CH2:39][CH2:38][CH2:37]4)=[C:22]4[C:27](=[CH:28][CH:29]=3)[N:26]([C:30]([O:32][CH3:33])=[O:31])[C@@H:25]([CH3:34])[CH2:24][CH2:23]4)[N:19]=2)([OH:14])[CH2:11]1)=[O:9])([CH3:6])([CH3:5])[CH3:4].[CH3:40]I.O>CN(C)C=O>[C:3]([O:7][C:8]([N:10]1[CH2:13][C:12]([C:15]2[S:16][CH:17]=[C:18]([C:20]3[C:21]([O:35][CH:36]4[CH2:37][CH2:38][CH2:39]4)=[C:22]4[C:27](=[CH:28][CH:29]=3)[N:26]([C:30]([O:32][CH3:33])=[O:31])[C@@H:25]([CH3:34])[CH2:24][CH2:23]4)[N:19]=2)([O:14][CH3:40])[CH2:11]1)=[O:9])([CH3:4])([CH3:5])[CH3:6] |f:0.1|. Procedure details: Sodium hydride (60% dispersion in mineral oil, 0.012 g, 0.30 mmol) was added to a solution of (S)-methyl 6-(2-(1-(tert-butoxycarbonyl)-3-hydroxyazetidin-3-yl)thiazol-4-yl)-5-cyclobutoxy-2-methyl-3,4-dihydroquinoline-1(2H)-carboxylate (0.100 g, 0.19 mmol) in N,N-dimethylformamide (2 mL), and the resulting mixture was stirred for 30 min at room temperature. Methyl iodide (0.014 mL, 0.23 mmol) was added, and the resulting mixture s stirred overnight at room temperature. The reaction mixture was pou... Starting materials: [N+](=O)([O-])C1=C2C=CC(=NC2=CC=C1)Cl (5-nitro-2-chloroquinoline), CC=1OC2=C(C1)C=CC=C2N ((2-methyl-1-benzofuran-7-yl)amine), N1=CC(=CC=C1)C=O (pyridine-3-carbaldehyde). Yields the product CC=1OC2=C(C1)C=CC=C2NC2=NC=1C=CC=C(C1C=C2)NCC=2C=NC=CC2 (N2-(2-Methyl-benzofuran-7-yl)-N5-pyridin-3-ylmethyl-quinoline-2,5-diamine). RXN SMILES: [N+:1]([C:4]1[CH:13]=[CH:12][CH:11]=[C:10]2[C:5]=1[CH:6]=[CH:7][C:8](Cl)=[N:9]2)([O-])=O.[CH3:15][C:16]1[O:17][C:18]2[C:24]([NH2:25])=[CH:23][CH:22]=[CH:21][C:19]=2[CH:20]=1.[N:26]1[CH:31]=[CH:30][CH:29]=[C:28]([CH:32]=O)[CH:27]=1>>[CH3:15][C:16]1[O:17][C:18]2[C:24]([NH:25][C:8]3[CH:7]=[CH:6][C:5]4[C:4]([NH:1][CH2:32][C:28]5[CH:27]=[N:26][CH:31]=[CH:30][CH:29]=5)=[CH:13][CH:12]=[CH:11][C:10]=4[N:9]=3)=[CH:23][CH:22]=[CH:21][C:19]=2[CH:20]=1. Procedure details: The title compound, MS: m/e=381.0 (M+H+), was prepared from 5-nitro-2-chloroquinoline, (2-methyl-1-benzofuran-7-yl)amine and pyridine-3-carbaldehyde as described in example 26. Reactants: FC1=C(C(=CC=C1)F)N1C(NCC2=C1N=C(N=C2C=2C=C(C(=O)N(C)C)C=CC2C)S(=O)(=O)C)=O (3-[8-(2,6-difluorophenyl)-2-(methylsulfonyl)-7-oxo-5,6,7,8-tetrahydropyrimido[4,5-d]pyrimidin-4-yl]-N,N,4-trimethylbenzamide), CN1CCNCC1 (1-methylpiperazine). The solvent is C1CCOC1 (THF). Run at time 8 hour. The product is [NH4+].[OH-] (NH4OH), FC1=C(C(=CC=C1)F)N1C(NCC2=C1N=C(N=C2C=2C=C(C(=O)N(C)C)C=CC2C)N2CCN(CC2)C)=O (3-[8-(2,6-difluorophenyl)-2-(4-methyl-1-piperazinyl)-7-oxo-5,6,7,8-tetrahydropyrimido[4,5-d]pyrimidin-4-yl]-N,N,4-trimethylbenzamide). Reaction SMILES: [F:1][C:2]1[CH:7]=[CH:6][CH:5]=[C:4]([F:8])[C:3]=1[N:9]1[C:14]2[N:15]=[C:16](S(C)(=O)=O)[N:17]=[C:18]([C:19]3[CH:20]=[C:21]([CH:27]=[CH:28][C:29]=3[CH3:30])[C:22]([N:24]([CH3:26])[CH3:25])=[O:23])[C:13]=2[CH2:12][NH:11][C:10]1=[O:35].[CH3:36][N:37]1[CH2:42][CH2:41][NH:40][CH2:39][CH2:38]1>C1COCC1>[NH4+:9].[OH-:23].[F:1][C:2]1[CH:7]=[CH:6][CH:5]=[C:4]([F:8])[C:3]=1[N:9]1[C:14]2[N:15]=[C:16]([N:40]3[CH2:41][CH2:42][N:37]([CH3:36])[CH2:38][CH2:39]3)[N:17]=[C:18]([C:19]3[CH:20]=[C:21]([CH:27]=[CH:28][C:29]=3[CH3:30])[C:22]([N:24]([CH3:26])[CH3:25])=[O:23])[C:13]=2[CH2:12][NH:11][C:10]1=[O:35] |f:3.4|. Reported procedure: 3-[8-(2,6-difluorophenyl)-2-(methylsulfonyl)-7-oxo-5,6,7,8-tetrahydropyrimido[4,5-d]pyrimidin-4-yl]-N,N,4-trimethylbenzamide (0.050 g, 0.1 mmol) was dissolved in THF (5 mL) and 1-methylpiperazine (0.050 g, 0.5 mmol) was added. The reaction was stirred under argon overnight. The solvents were pumped off in vacuo. The residue was flash chromatographed on silica gel (15 g) eluted with CH2Cl2 to 6:0.5:0.05, CH2Cl2:ethanol:NH4OH to give the title compound as a white amorphous solid. mp 159-162° C. LC... Reactants: OC=1C=CC=C2OC(C3=C4NC(C(NC4=CC=C3C12)(C)C)=O)=O (10-Hydroxy-2,2-dimethyl-1,4-dihydro-2H-6-oxa-1,4-diaza-chrysene-3,5-dione), C([O-])([O-])=O.[Cs+].[Cs+] (cesium carbonate), CI (methyl iodide), O (water). Run in CN(C)C=O (DMF). Conditions: time 1 hour. Product: COC=1C=CC=C2OC(C3=C4NC(C(NC4=CC=C3C12)(C)C)=O)=O (10-Methoxy-2,2-dimethyl-1,4-dihydro-2H-6-oxa-1,4-diaza-chrysene-3,5-dione). Yield: 77.3%. Reaction SMILES: [OH:1][C:2]1[CH:3]=[CH:4][CH:5]=[C:6]2[C:19]=1[C:18]1[C:9](=[C:10]3[C:15](=[CH:16][CH:17]=1)[NH:14][C:13]([CH3:21])([CH3:20])[C:12](=[O:22])[NH:11]3)[C:8](=[O:23])[O:7]2.[C:24](=O)([O-])[O-].[Cs+].[Cs+].CI.O>CN(C=O)C>[CH3:24][O:1][C:2]1[CH:3]=[CH:4][CH:5]=[C:6]2[C:19]=1[C:18]1[C:9](=[C:10]3[C:15](=[CH:16][CH:17]=1)[NH:14][C:13]([CH3:21])([CH3:20])[C:12](=[O:22])[NH:11]3)[C:8](=[O:23])[O:7]2 |f:1.2.3|. Reported procedure: To a solution of phenol viii (200 mg, 0.65 mmol) in DMF (10 mL) was added cesium carbonate (419 mg, 1.29 mmol) and methyl iodide (88 μL, 1.42 mmol). The mixture was stirred at room temperature for 1 h and then poured into cold water (50 mL). The mixture was then extracted with EtOAc (5×50 mL). The combined extracts were washed with brine and dried (MgSO4). The solvent was removed under reduced pressure to provide the crude tetracyclic lactone ether ix (163 mg) as a yellow solid that was used in ...